Dataset: the Open Reaction Database (ORD), a public repository of structured organic reaction records. Task: describe an organic reaction: reactants, conditions, products, and yield Reactants: COc1cc2c(cc1OCc1ccccc1)CCN(Cc1cccc(O[Si](C(C)C)(C(C)C)C(C)C)c1)C2, CCCC[N+](CCCC)(CCCC)CCCC, C1CCOC1, C1CCOC1, CCOC(C)=O, [F-], O. Product: COc1cc2c(cc1OCc1ccccc1)CCN(Cc1cccc(O)c1)C2. Reaction SMILES: [CH2:1]([c:2]1[cH:3][cH:4][cH:5][cH:6][cH:7]1)[O:8][c:9]1[cH:10][c:11]2[c:16]([cH:17][c:18]1[O:19][CH3:20])[CH2:15][N:14]([CH2:21][c:22]1[cH:23][c:24]([O:28][Si:29]([CH:30]([CH3:31])[CH3:32])([CH:33]([CH3:34])[CH3:35])[CH:36]([CH3:37])[CH3:38])[cH:25][cH:26][cH:27]1)[CH2:13][CH2:12]2.[CH2:40]([N+:41]([CH2:42][CH2:43][CH2:44][CH3:45])([CH2:46][CH2:47][CH2:48][CH3:49])[CH2:50][CH2:51][CH2:52][CH3:53])[CH2:54][CH2:55][CH3:56].[CH2:57]1[O:58][CH2:59][CH2:60][CH2:61]1.[CH2:69]1[O:70][CH2:71][CH2:72][CH2:73]1.[CH3:63][CH2:64][O:65][C:66]([CH3:67])=[O:68].[F-:39].[OH2:62]>>[CH2:1]([c:2]1[cH:3][cH:4][cH:5][cH:6][cH:7]1)[O:8][c:9]1[cH:10][c:11]2[c:16]([cH:17][c:18]1[O:19][CH3:20])[CH2:15][N:14]([CH2:21][c:22]1[cH:23][c:24]([OH:28])[cH:25][cH:26][cH:27]1)[CH2:13][CH2:12]2. Starting materials: BrC1=CC=C(C=N1)O (6-bromo-pyridin-3-ol), FC1=CC=C(C=C1)O (4-fluorophenol), C([O-])([O-])=O.[Cs+].[Cs+] (cesium carbonate), O (water). The solvent is CC(C)(C)OC (MTBE). Reaction conditions: temperature 170 celsius. Yields the product FC1=CC=C(OC2=CC=C(C=N2)O)C=C1 (6-(4-Fluoro-phenoxy)-pyridin-3-ol). RXN SMILES: Br[C:2]1[N:7]=[CH:6][C:5]([OH:8])=[CH:4][CH:3]=1.[F:9][C:10]1[CH:15]=[CH:14][C:13]([OH:16])=[CH:12][CH:11]=1.C(=O)([O-])[O-].[Cs+].[Cs+].O>CC(OC)(C)C>[F:9][C:10]1[CH:15]=[CH:14][C:13]([O:16][C:2]2[N:7]=[CH:6][C:5]([OH:8])=[CH:4][CH:3]=2)=[CH:12][CH:11]=1 |f:2.3.4|. Procedure: A mixture of 6-bromo-pyridin-3-ol (8.0 g), 4-fluorophenol (15.5 g) and cesium carbonate (30 g) was heated to 170° C. for 6 hours. After the mixture reached room temperature, it was distributed between water and MTBE. The organic phase was dried (Na2SO4) and concentrated. The residue was purified by chromatography (SiO2; EA/heptane 1:1.5) to provide the subtitle compound. MS ESI+: m/z=206 [M+H]+. Reactants: ClC(Cl)Cl, O=C(OO)c1cccc(Cl)c1, Cn1nc(C(F)(F)F)c(CSC2=NOC(C)(C)C2)c1OC(F)F, O. Yields the product Cn1nc(C(F)(F)F)c(CS(=O)C2=NOC(C)(C)C2)c1OC(F)F. RXN SMILES: [CH:36]([Cl:37])([Cl:38])[Cl:39].[Cl:24][c:25]1[cH:26][cH:27][cH:28][c:29]([C:30]([O:31][OH:33])=[O:32])[cH:34]1.[F:1][CH:2]([O:3][c:4]1[c:5]([CH2:14][S:15][C:16]2=[N:17][O:18][C:19]([CH3:21])([CH3:22])[CH2:20]2)[c:6]([C:10]([F:11])([F:12])[F:13])[n:7][n:8]1[CH3:9])[F:23].[OH2:35]>>[F:1][CH:2]([O:3][c:4]1[c:5]([CH2:14][S:15]([C:16]2=[N:17][O:18][C:19]([CH3:21])([CH3:22])[CH2:20]2)=[O:32])[c:6]([C:10]([F:11])([F:12])[F:13])[n:7][n:8]1[CH3:9])[F:23]. Reactants: C, COC(OC)C1CN=C(c2cc3cccc([N+](=O)[O-])c3[nH]2)S1, CCO, NN, C1CCOC1, O, [Pd]. Product: COC(OC)C1CN=C(c2cc3cccc(N)c3[nH]2)S1. RXN SMILES: [C:34].[CH3:1][O:2][CH:3]([CH:4]1[CH2:5][N:6]=[C:7]([c:9]2[nH:10][c:11]3[c:12]([N+:18]([O-:19])=[O:20])[cH:13][cH:14][cH:15][c:16]3[cH:17]2)[S:8]1)[O:21][CH3:22].[CH3:26][CH2:27][OH:28].[NH2:24][NH2:25].[O:29]1[CH2:30][CH2:31][CH2:32][CH2:33]1.[OH2:23].[Pd:35]>>[CH3:1][O:2][CH:3]([CH:4]1[CH2:5][N:6]=[C:7]([c:9]2[nH:10][c:11]3[c:12]([NH2:18])[cH:13][cH:14][cH:15][c:16]3[cH:17]2)[S:8]1)[O:21][CH3:22]. The reactants are NN (hydrazine), anhydride, C(CN(CC(=O)O)CC(=O)O)N(CCN(CC(=O)O)CC(=O)O)CC(=O)O (DTPA). The solvent is CN(C=O)C (dimethylformamide), CC#N.CN(C=O)C (CH3CN DMF). Run at temperature 4 celsius, time 1 hour. Product: hydrazide, C(CN(CC(=O)O)CC(=O)O)N(CCN(CC(=O)O)CC(=O)O)CC(=O)O (DTPA), C(CN(CC(=O)[O-])CC(=O)[O-])N(CCN(CC(=O)[O-])CC(=O)[O-])CC(=O)O (HDTPA). Reaction SMILES: NN.[CH2:3]([N:14]([CH2:26][C:27]([OH:29])=[O:28])[CH2:15][CH2:16][N:17]([CH2:22][C:23]([OH:25])=[O:24])[CH2:18][C:19]([OH:21])=[O:20])[CH2:4][N:5]([CH2:10][C:11]([OH:13])=[O:12])[CH2:6][C:7]([OH:9])=[O:8]>CN(C)C=O.CC#N.CN(C)C=O>[CH2:15]([N:14]([CH2:26][C:27]([OH:29])=[O:28])[CH2:3][CH2:4][N:5]([CH2:6][C:7]([OH:9])=[O:8])[CH2:10][C:11]([OH:13])=[O:12])[CH2:16][N:17]([CH2:22][C:23]([OH:25])=[O:24])[CH2:18][C:19]([OH:21])=[O:20].[CH2:15]([N:14]([CH2:26][C:27]([OH:29])=[O:28])[CH2:3][CH2:4][N:5]([CH2:6][C:7]([O-:9])=[O:8])[CH2:10][C:11]([O-:13])=[O:12])[CH2:16][N:17]([CH2:22][C:23]([O-:25])=[O:24])[CH2:18][C:19]([O-:21])=[O:20] |f:3.4|. Procedure: The hydrazide derivative of DTPA (HDTPA) was prepared as follows: 6.3 mmole of anhydrous hydrazine was dissolved in 2 ml dimethylformamide (DMF) and reacted with 2.54 mmole DTPA mixed anhydride in 20 ml CH3CN-DMF (65:35). The heterogeneous mixture was maintained with stirring at 4° C. for 1 hour, and then at room temperature for 1 hour. The reaction mixture was evaporated to dryness under vacuum, and the residue dissolved in ethanol-aqueous ammonia (4:1). The product was then purified by elution... Starting materials: Cl.NCC(=O)C1=CC=C(C=C1)C (2-amino-4'-methylacetophenone hydrochloride), N#CC#N (cyanogen), stainless steel, N1=CC=CC=C1 (pyridine). Solvent: C1(=CC=CC=C1)C (toluene). Reaction conditions: temperature -78 celsius. The product is C(#N)C=1NC=C(N1)C1=CC=C(C=C1)C (2-cyano-4-(p-tolyl)imidazole). The yield is 52.4%. RXN SMILES: Cl.[NH2:2][CH2:3][C:4]([C:6]1[CH:11]=[CH:10][C:9]([CH3:12])=[CH:8][CH:7]=1)=O.N1C=CC=CC=1.[N:19]#[C:20][C:21]#[N:22]>C1(C)C=CC=CC=1>[C:20]([C:21]1[NH:2][CH:3]=[C:4]([C:6]2[CH:11]=[CH:10][C:9]([CH3:12])=[CH:8][CH:7]=2)[N:22]=1)#[N:19] |f:0.1|. Procedure details: 0.93 g (5 mmol) of 2-amino-4'-methylacetophenone hydrochloride was suspended in 30 ml of toluene in a 50-ml stainless steel autoclave. To the suspension was then added 0.79 g (10 mmol) of pyridine. The suspension was then cooled to a temperature of -78° C. To the suspension was then added about 0.5 g (9.6 mmol) of cyanogen which had been cooled and solidified at a temperature of -78° C. The autoclave was then sealed. The suspension was heated at a temperature of 100° C. for 2.5 hours, and then a... Reactants: [H-].[Na+] (sodium hydride), O (water), C(C)(C)(C)C1=CC=C(CS)C=C1 (p-t-butylbenzyl mercaptan), ClC1=C(C(N(N=C1)CC)=O)C (5-chloro-2-ethyl-4-methyl-3(2H)-pyridazinone). Solvent: CN(C=O)C (N,N-dimethylformamide), CN(C=O)C (N,N-dimethylformamide), CN(C=O)C (N,N-dimethylformamide). Product: C(C)(C)(C)C1=CC=C(CSC2=C(C(N(N=C2)CC)=O)C)C=C1 (5-(p-t-butylbenzylthio)-2-ethyl-4-methyl-3(2H)-pyridazinone). Yield: 56.2%. Reaction SMILES: [H-].[Na+].[C:3]([C:7]1[CH:14]=[CH:13][C:10]([CH2:11][SH:12])=[CH:9][CH:8]=1)([CH3:6])([CH3:5])[CH3:4].Cl[C:16]1[CH:21]=[N:20][N:19]([CH2:22][CH3:23])[C:18](=[O:24])[C:17]=1[CH3:25].O>CN(C)C=O>[C:3]([C:7]1[CH:8]=[CH:9][C:10]([CH2:11][S:12][C:16]2[CH:21]=[N:20][N:19]([CH2:22][CH3:23])[C:18](=[O:24])[C:17]=2[CH3:25])=[CH:13][CH:14]=1)([CH3:6])([CH3:4])[CH3:5] |f:0.1|. Reported procedure: To 3 ml of dry N,N-dimethylformamide was added 0.024 g of 55% sodium hydride. The resulting mixture was kept at 0° C. and was added dropwise with a solution of 1 g of p-t-butylbenzyl mercaptan dissolved in 5 ml of N,N-dimethylformamide. After ten minutes passed, the resulting mixture was added dropwise with a solution of 0.67 g of 5-chloro-2-ethyl-4-methyl-3(2H)-pyridazinone dissolved in 5 ml of N,N-dimethylformamide. After completion of dropwise addition, the resulting mixture was allowed to st...